This data is from the Open Reaction Database (ORD), a public repository of structured organic reaction records. The task is: describe an organic reaction: reactants, conditions, products, and yield The reactants are Cl (hydrochloric acid), aqueous solution, C([O-])([O-])=O.[K+].[K+] (potassium carbonate), C(CC)OC1=CC=C(C=C1)CCCOC=1C=CC2=C(C=C(CCS2(=O)=O)C(=O)OC)C1 (methyl 7-[3-(4-propoxyphenyl)propoxy]-1,1-dioxo-2,3-dihydro-1-benzothiepine-4-carboxylate). The solvent is C1CCOC1.CO (THF methanol). Run at temperature 60 celsius, time 18.5 hour. Product: C(CC)OC1=CC=C(C=C1)CCCOC=1C=CC2=C(C=C(CCS2(=O)=O)C(=O)O)C1 (7-[3-(4-propoxyphenyl)propoxy]-1,1-dioxo-2,3-dihydro-1-benzothiepine-4-carboxylic acid). Yield: 36.7%. RXN SMILES: [CH2:1]([O:4][C:5]1[CH:10]=[CH:9][C:8]([CH2:11][CH2:12][CH2:13][O:14][C:15]2[CH:16]=[CH:17][C:18]3[S:24](=[O:26])(=[O:25])[CH2:23][CH2:22][C:21]([C:27]([O:29]C)=[O:28])=[CH:20][C:19]=3[CH:31]=2)=[CH:7][CH:6]=1)[CH2:2][CH3:3].C(=O)([O-])[O-].[K+].[K+].Cl>C1COCC1.CO>[CH2:1]([O:4][C:5]1[CH:6]=[CH:7][C:8]([CH2:11][CH2:12][CH2:13][O:14][C:15]2[CH:16]=[CH:17][C:18]3[S:24](=[O:26])(=[O:25])[CH2:23][CH2:22][C:21]([C:27]([OH:29])=[O:28])=[CH:20][C:19]=3[CH:31]=2)=[CH:9][CH:10]=1)[CH2:2][CH3:3] |f:1.2.3,5.6|. Reported procedure: To methyl 7-[3-(4-propoxyphenyl)propoxy]-1,1-dioxo-2,3-dihydro-1-benzothiepine-4-carboxylate (937 mg) dissolved in THF-methanol (15-7.5 ml) was added a 2 M aqueous solution (1.5 ml) of potassium carbonate, and the resulting mixture was stirred at 60° C. for 18.5 hours. The reaction mixture was treated with 1 N hydrochloric acid to bring the pH to 2. The resulting mixture was extracted with ethyl acetate, and the organic layer was washed with an aqueous saturated solution of sodium chloride and w... Reactants: COC(=O)c1ccc(Br)c(O)c1, O=C([O-])[O-], COS(=O)(=O)OC, CC(C)=O, [K+], [K+], O. Yields the product COC(=O)c1ccc(Br)c(OC)c1. As a reaction SMILES: [Br:1][c:2]1[c:3]([OH:12])[cH:4][c:5]([C:6](=[O:7])[O:8][CH3:9])[cH:10][cH:11]1.[C:13](=[O:14])([O-:15])[O-:16].[CH3:19][O:20][S:21]([O:22][CH3:23])(=[O:24])=[O:25].[CH3:27][C:28](=[O:29])[CH3:30].[K+:17].[K+:18].[OH2:26]>>[Br:1][c:2]1[c:3]([O:12][CH3:13])[cH:4][c:5]([C:6](=[O:7])[O:8][CH3:9])[cH:10][cH:11]1. Reactants: Cc1cc2c(cn1)cc(-c1cc(C(=O)N=C=O)ccc1C)c(=O)n2C, ClCCl, Nc1ccccc1. Yields the product Cc1cc2c(cn1)cc(-c1cc(C(=O)NC(=O)Nc3ccccc3)ccc1C)c(=O)n2C. Reaction SMILES: [CH3:1][n:2]1[c:3](=[O:25])[c:4](-[c:13]2[cH:14][c:15]([C:16](=[O:17])[N:18]=[C:19]=[O:20])[cH:21][cH:22][c:23]2[CH3:24])[cH:5][c:6]2[cH:7][n:8][c:9]([CH3:12])[cH:10][c:11]12.[Cl:33][CH2:34][Cl:35].[NH2:26][c:27]1[cH:28][cH:29][cH:30][cH:31][cH:32]1>>[CH3:1][n:2]1[c:3](=[O:25])[c:4](-[c:13]2[cH:14][c:15]([C:16](=[O:17])[NH:18][C:19](=[O:20])[NH:26][c:27]3[cH:28][cH:29][cH:30][cH:31][cH:32]3)[cH:21][cH:22][c:23]2[CH3:24])[cH:5][c:6]2[cH:7][n:8][c:9]([CH3:12])[cH:10][c:11]12. Starting materials: CCC(C)=O, CCOC(C)=O, O=C(CCl)N1CCOCC1, [I-], [Na+]. Reaction SMILES: [CH3:13][C:14](=[O:15])[CH2:16][CH3:17].[CH3:18][CH2:19][O:20][C:21](=[O:22])[CH3:23].[Cl:1][CH2:2][C:3]([N:4]1[CH2:5][CH2:6][O:7][CH2:8][CH2:9]1)=[O:10].[I-:12].[Na+:11]>>[CH2:2]([C:3]([N:4]1[CH2:5][CH2:6][O:7][CH2:8][CH2:9]1)=[O:10])[I:12]. Product: O=C(CI)N1CCOCC1. Starting materials: C12C(CC(C=C1)C2)NC(=S)NN (N1-bicyclo[2.2.1]hept-5-en-2-ylhydrazine-1-carbothioamide), N1=CC=C(C=C1)C=O (4-pyridine-carboxaldehyde). Yields the product C12C(CC(C=C1)C2)NC(NN=CC2=CC=NC=C2)=S (4-(Bicyclo[2.2.1]hept-5-en-2-yl)-1-(pyridin-4-ylmethylidene)thiosemicarbazide), solid. The yield is 20.0%. Reaction SMILES: [CH:1]12[CH2:7][CH:4]([CH:5]=[CH:6]1)[CH2:3][CH:2]2[NH:8][C:9]([NH:11][NH2:12])=[S:10].[N:13]1[CH:18]=[CH:17][C:16]([CH:19]=O)=[CH:15][CH:14]=1>>[CH:1]12[CH2:7][CH:4]([CH:5]=[CH:6]1)[CH2:3][CH:2]2[NH:8][C:9](=[S:10])[NH:11][N:12]=[CH:19][C:16]1[CH:17]=[CH:18][N:13]=[CH:14][CH:15]=1. Reported procedure: The title compound was prepared from a mixture of N1-bicyclo[2.2.1]hept-5-en-2-ylhydrazine-1-carbothioamide (100 mg, 0.55 mmol) and 4-pyridine-carboxaldehyde (54 μL, 0.56 mmol) similar to Example 1 and isolated as a white solid (30 mg, 20%). 1H NMR (CDCl3): 10.74 (s, 1H), 8.66 (dd, J=1.5, 4.5 Hz, 2H), 7.93 (s, 1H), 7.51 (s, 1H), 7.48 (dd, J=1.5, 4.5 Hz, 2H), 6.24-6.13 (m, 2H), 4.29-4.24 (m, 1H), 3.05 (s, 1H), 2.97 (s, 1H), 1.94-1.87(m, 1H), 1.68 (d, J=9.0 Hz, 1H), 1.50(d, J=9.0 Hz, 1H), 1.45-1.3... Starting materials: COC1=NC(=CC(=C1CNC(C1=CC=C(C=C1)OC1=CC=CC=C1)=O)C(F)(F)F)C (N-((2-methoxy-6-methyl-4-(trifluoromethyl)pyridin-3-yl)methyl)-4-phenoxybenzamide), I[Si](C)(C)C (iodotrimethylsilane). The solvent is C(C)#N (acetonitrile). Run at time 2 hour. Yields the product OC1=NC(=CC(=C1CNC(C1=CC=C(C=C1)OC1=CC=CC=C1)=O)C(F)(F)F)C (N-((2-hydroxy-6-methyl-4-(trifluoromethyl)pyridin-3-yl)methyl)-4-phenoxybenzamide). The yield is 74.6%. Reaction SMILES: C[O:2][C:3]1[C:8]([CH2:9][NH:10][C:11](=[O:25])[C:12]2[CH:17]=[CH:16][C:15]([O:18][C:19]3[CH:24]=[CH:23][CH:22]=[CH:21][CH:20]=3)=[CH:14][CH:13]=2)=[C:7]([C:26]([F:29])([F:28])[F:27])[CH:6]=[C:5]([CH3:30])[N:4]=1.I[Si](C)(C)C>C(#N)C>[OH:2][C:3]1[C:8]([CH2:9][NH:10][C:11](=[O:25])[C:12]2[CH:13]=[CH:14][C:15]([O:18][C:19]3[CH:24]=[CH:23][CH:22]=[CH:21][CH:20]=3)=[CH:16][CH:17]=2)=[C:7]([C:26]([F:28])([F:27])[F:29])[CH:6]=[C:5]([CH3:30])[N:4]=1. Procedure details: To a solution of N-((2-methoxy-6-methyl-4-(trifluoromethyl)pyridin-3-yl)methyl)-4-phenoxybenzamide (0.12 g, 0.3 mmol) in anhydrous acetonitrile (20 mL) was added iodotrimethylsilane (200 mg, 1 mmol). Then the mixture was stirred at room temperature for 2 hours. Then the reaction mixture was concentrated to give a residue and the residue was purified by column chromatography (silica gel, dichloromethane/methanol=15:1) to give the pure product N-((2-hydroxy-6-methyl-4-(trifluoromethyl)pyridin-3-yl...